From a dataset of the Open Reaction Database (ORD), a public repository of structured organic reaction records. describe an organic reaction: reactants, conditions, products, and yield Starting materials: C(C)NCC (diethylamine), C1(=CC=CC=C1)C (toluene), CC(C(=O)O)N1C(C(N=C(C2=C1C=CC=C2)C2=CC=CC=C2)NC(=O)OCC2=CC=CC=C2)=O (2,3-dihydro-alpha-methyl-2-oxo-5-phenyl-3-((phenylmethoxy)carbonyl)amino-1H-1,4-benzodiazepine-1-acetic acid), S(=O)(Cl)Cl (thionyl chloride). Conditions: temperature 90 celsius, time 2 hour. Yields the product crude product, C1(=CC=CC=C1)COC(NC1C(N(C2=C(C(=N1)C1=CC=CC=C1)C=CC=C2)C(C(=O)N(CC)CC)C)=O)=O ((1-(2-(Diethylamino)-1-methyl-2-oxoethyl)-2,3-dihydro-2-oxo-5-phenyl-1H-1,4-benzodiazepin-3-yl)-carbamic acid phenylmethyl ester). Reaction SMILES: [CH3:1][CH:2]([N:6]1[C:12]2[CH:13]=[CH:14][CH:15]=[CH:16][C:11]=2[C:10]([C:17]2[CH:22]=[CH:21][CH:20]=[CH:19][CH:18]=2)=[N:9][CH:8]([NH:23][C:24]([O:26]CC2C=CC=CC=2)=[O:25])[C:7]1=[O:34])[C:3]([OH:5])=O.S(Cl)(Cl)=O.[CH2:39]([NH:41][CH2:42][CH3:43])[CH3:40].[C:44]1([CH3:50])[CH:49]=[CH:48][CH:47]=[CH:46][CH:45]=1>>[C:44]1([CH2:50][O:26][C:24](=[O:25])[NH:23][CH:8]2[N:9]=[C:10]([C:17]3[CH:22]=[CH:21][CH:20]=[CH:19][CH:18]=3)[C:11]3[CH:16]=[CH:15][CH:14]=[CH:13][C:12]=3[N:6]([CH:2]([CH3:1])[C:3]([N:41]([CH2:42][CH3:43])[CH2:39][CH3:40])=[O:5])[C:7]2=[O:34])[CH:49]=[CH:48][CH:47]=[CH:46][CH:45]=1. Reported procedure: 390 mg (0.853 mmol) of 2,3-dihydro-alpha-methyl-2-oxo-5-phenyl-3-((phenylmethoxy)carbonyl)amino-1H-1,4-benzodiazepine-1-acetic acid was suspended in 28 ml toluene, treated with 1.07 ml (14.6 mmol) thionyl chloride, and stirred at 90° C. for 2 hours. The solvent was removed in vacuo and the residue treated with fresh toluene. The cycle was repeated 4 times. The resulting brown oil was dissolved in 5 ml THF, treated with 185 μl (1.79 mmol) of diethylamine and stirred at room temperature for 1 hour... The reactants are CC(=O)O, CC(=O)OC(C)=O, Cc1cc2c(c(C)c1C)CC(C)(C)O2, O, O=[N+]([O-])O. Product: Cc1c(C)c2c(c([N+](=O)[O-])c1C)OC(C)(C)C2. RXN SMILES: [CH3:1][C:2](=[O:3])[OH:4].[CH3:24][C:25]([O:26][C:27](=[O:28])[CH3:29])=[O:30].[CH3:9][C:10]1([CH3:22])[O:11][c:12]2[c:13]([c:15]([CH3:21])[c:16]([CH3:20])[c:17]([CH3:19])[cH:18]2)[CH2:14]1.[OH2:23].[OH:5][N+:6]([O-:7])=[O:8]>>[O-:5][N+:6](=[O:8])[c:18]1[c:12]2[c:13]([c:15]([CH3:21])[c:16]([CH3:20])[c:17]1[CH3:19])[CH2:14][C:10]([CH3:9])([CH3:22])[O:11]2. The reactants are O=C([O-])[O-], CN1CCNCC1, CCOC(=O)c1c(=O)c2cc(F)c(Cl)cc2n2c(CCl)csc12, [K+], [K+], CN(C)C=O. Product: CCOC(=O)c1c(=O)c2cc(F)c(Cl)cc2n2c(CN3CCN(C)CC3)csc12. RXN SMILES: [C:24](=[O:25])([O-:26])[O-:27].[CH3:30][N:31]1[CH2:32][CH2:33][NH:34][CH2:35][CH2:36]1.[Cl:1][c:2]1[c:3]([F:23])[cH:4][c:5]2[c:6](=[O:22])[c:7]([C:17](=[O:18])[O:19][CH2:20][CH3:21])[c:8]3[n:9]([c:10]2[cH:11]1)[c:12]([CH2:15][Cl:16])[cH:13][s:14]3.[K+:28].[K+:29].[O:37]=[CH:38][N:39]([CH3:40])[CH3:41]>>[Cl:1][c:2]1[c:3]([F:23])[cH:4][c:5]2[c:6](=[O:22])[c:7]([C:17](=[O:18])[O:19][CH2:20][CH3:21])[c:8]3[n:9]([c:10]2[cH:11]1)[c:12]([CH2:15][N:34]1[CH2:33][CH2:32][N:31]([CH3:30])[CH2:36][CH2:35]1)[cH:13][s:14]3. Reactants: C(CCC)[Li] (n-Butyllithium), C1(=CC=CC=C1)C(=CBr)C1=CC=CC=C1 (2,2-diphenylvinyl bromide), Cl (HCl), B(OCCCC)([O-])[O-] (n-Butyl borate). The solvent is CCCCCC (hexane), C1CCOC1 (THF), O (Water). Conditions: time 8 hour. Product: C1(=CC=CC=C1)C(=CB(O)O)C1=CC=CC=C1 (2,2-diphenylvinyl boronic acid). RXN SMILES: C([Li])CCC.[C:6]1([C:12]([C:15]2[CH:20]=[CH:19][CH:18]=[CH:17][CH:16]=2)=[CH:13]Br)[CH:11]=[CH:10][CH:9]=[CH:8][CH:7]=1.[B:21]([O-])([O-:27])[O:22]CCCC.Cl>CCCCCC.C1COCC1.O>[C:6]1([C:12]([C:15]2[CH:20]=[CH:19][CH:18]=[CH:17][CH:16]=2)=[CH:13][B:21]([OH:27])[OH:22])[CH:11]=[CH:10][CH:9]=[CH:8][CH:7]=1. Procedure: n-Butyllithium in hexane (2.5 M, 20 mL) was added slowly under nitrogen to a stirred solution of 2,2-diphenylvinyl bromide (6.50 g, 25.1 mmol) in THF (40 mL) at −78° C. and then the mixture was stirred further for 1 h. n-Butyl borate (15 mL, 55.5 mmol) was added at −78° C. before the mixture was warmed slowly to room temperature and stirred overnight. Water (50 mL) was added, followed by conc. HCl (100 mL) to acidify the mixture, which was then stirred for 3 h. The reaction mixture was extracted... Reactants: Cl (HCl), O (water), CN1C=NC(=C1)C(=O)N([C@@H](CC1=CC(=CC=C1)OC(F)(F)F)C(=O)OC)C1CCOCC1 (methyl N-[(1-methyl-1H-imidazol-4-yl)carbonyl]-N-(tetrahydro-2H-pyran-4-yl)-3-(trifluoromethoxy)phenylalaninate), [BH4-].[Na+] (sodium borohydride), ice. Solvent: C(C)O (ethanol). Conditions: time 30 minute. Yields the product OCC(CC1=CC(=CC=C1)OC(F)(F)F)N(C(=O)C=1N=CN(C1)C)C1CCOCC1 (N-[1-Hydroxy-3-[3-(trifluoromethoxy)phenyl]propan-2-yl]-1-methyl-N-(tetrahydro-2H-pyran-4-yl)-1H-imidazole-4-carboxamide). Yield: 9.5%. RXN SMILES: [CH3:1][N:2]1[CH:6]=[C:5]([C:7]([N:9]([CH:27]2[CH2:32][CH2:31][O:30][CH2:29][CH2:28]2)[C@H:10]([C:23](OC)=[O:24])[CH2:11][C:12]2[CH:17]=[CH:16][CH:15]=[C:14]([O:18][C:19]([F:22])([F:21])[F:20])[CH:13]=2)=[O:8])[N:4]=[CH:3]1.[BH4-].[Na+].Cl.O>C(O)C>[OH:24][CH2:23][CH:10]([N:9]([CH:27]1[CH2:32][CH2:31][O:30][CH2:29][CH2:28]1)[C:7]([C:5]1[N:4]=[CH:3][N:2]([CH3:1])[CH:6]=1)=[O:8])[CH2:11][C:12]1[CH:17]=[CH:16][CH:15]=[C:14]([O:18][C:19]([F:22])([F:21])[F:20])[CH:13]=1 |f:1.2|. Procedure: To a solution of methyl N-[(1-methyl-1H-imidazol-4-yl)carbonyl]-N-(tetrahydro-2H-pyran-4-yl)-3-(trifluoromethoxy)phenylalaninate (55 mg) in ethanol (2.2 mL), sodium borohydride (23 mg) was added and the resulting mixture was heated under reflux for 3 hours. To the ice-cooled reaction mixture, 1 M HCl was added dropwise and the resulting mixture was stirred for 30 minutes at room temperature. After adding water, the mixture was subjected to extraction with ethyl acetate. The organic layer was dri... The reactants are O=C([O-])[O-], C=CC(C)O, Cc1ccccc1, [Cs+], [Cs+], [Cu]I, COc1ccc(I)cc1, c1cnc2c(c1)ccc1cccnc12. The product is C=CC(C)Oc1ccc(OC)cc1. Reaction SMILES: [C:15](=[O:16])([O-:17])[O-:18].[CH3:30][CH:31]([CH:32]=[CH2:33])[OH:34].[CH3:37][c:38]1[cH:39][cH:40][cH:41][cH:42][cH:43]1.[Cs+:19].[Cs+:20].[Cu:35][I:36].[I:21][c:22]1[cH:23][cH:24][c:25]([O:28][CH3:29])[cH:26][cH:27]1.[cH:1]1[cH:2][c:3]2[cH:4][cH:5][c:6]3[c:7]([c:8]2[n:9][cH:10]1)[n:11][cH:12][cH:13][cH:14]3>>[c:22]1([O:34][CH:31]([CH3:30])[CH:32]=[CH2:33])[cH:23][cH:24][c:25]([O:28][CH3:29])[cH:26][cH:27]1. Reactants: FC1=CC=C(C=C1)[N+](=O)[O-] (4-fluoronitrobenzene), C(COCCOCCOCCO)O (tetraethylene glycol), [OH-].[K+] (potassium hydroxide), saturated common salt. Reagents/catalysts: S(=O)(=O)(O)[O-].C(CCC)[N+](CCCC)(CCCC)CCCC (tetrabutylammonium hydrogen sulfate). The solvent is C1(=CC=CC=C1)C (toluene). Run at time 8 hour. Product: OCCOCCOCCOCCOC1=CC=C(C=C1)[N+](=O)[O-] (1-Hydroxy-11-(4-nitrophenoxy)-3,6,9-trioxaundecane). As a reaction SMILES: F[C:2]1[CH:7]=[CH:6][C:5]([N+:8]([O-:10])=[O:9])=[CH:4][CH:3]=1.[CH2:11]([OH:23])[CH2:12][O:13][CH2:14][CH2:15][O:16][CH2:17][CH2:18][O:19][CH2:20][CH2:21][OH:22].[OH-].[K+]>S([O-])(O)(=O)=O.C([N+](CCCC)(CCCC)CCCC)CCC.C1(C)C=CC=CC=1>[OH:22][CH2:21][CH2:20][O:19][CH2:18][CH2:17][O:16][CH2:15][CH2:14][O:13][CH2:12][CH2:11][O:23][C:2]1[CH:7]=[CH:6][C:5]([N+:8]([O-:10])=[O:9])=[CH:4][CH:3]=1 |f:2.3,4.5|. Procedure details: 18.16 g (128.7 mmol) of 4-fluoronitrobenzene is added to 100 g (515.0 mmol) of tetraethylene glycol, 73 g (1300 mmol) of finely powdered potassium hydroxide and 500 mg of tetrabutylammonium hydrogen sulfate in 500 ml of toluene at 0° C., and it is stirred overnight at room temperature. 1000 ml of saturated common salt solution is; added, the organic phase is separated and it is dried on magnesium sulfate. It is evaporated to dryness in a vacuum, and the residue is chromatographed in silica gel (... Starting materials: COc1ccc(Oc2c(Br)cc([N+](=O)[O-])c(C)c2Br)cc1C(C)C, ClCCl. The product is Cc1c([N+](=O)[O-])cc(Br)c(Oc2ccc(O)c(C(C)C)c2)c1Br. RXN SMILES: [Br:1][c:2]1[c:3]([O:4][c:5]2[cH:6][c:7]([CH:13]([CH3:14])[CH3:15])[c:8]([O:11][CH3:12])[cH:9][cH:10]2)[c:16]([Br:24])[cH:17][c:18]([N+:21](=[O:22])[O-:23])[c:19]1[CH3:20].[Cl:25][CH2:26][Cl:27]>>[Br:1][c:2]1[c:3]([O:4][c:5]2[cH:6][c:7]([CH:13]([CH3:14])[CH3:15])[c:8]([OH:11])[cH:9][cH:10]2)[c:16]([Br:24])[cH:17][c:18]([N+:21](=[O:22])[O-:23])[c:19]1[CH3:20].